From a dataset of the Open Reaction Database (ORD), a public repository of structured organic reaction records. describe an organic reaction: reactants, conditions, products, and yield Starting materials: ice water, C1(=CC=CC=C1)P(C1=CC=CC=C1)C1=CC=CC=C1 (triphenyl phosphine), IN1C(CCC1=O)=O (N-iodosuccinimide), C(C1=CC=CC=C1)(=O)OCC1(OC)[C@@H](OC(C2=CC=CC=C2)=O)[C@H](OC(C2=CC=CC=C2)=O)[C@@H](OC(C2=CC=CC=C2)=O)[C@H](O1)CO (methyl 1,3,4,5-tetra-O-benzoyl-D-ido-2-heptulopyranoside). Run in CN(C)C=O (DMF). Run at time 8 hour. The product is C(C1=CC=CC=C1)(=O)OCC1(OC)[C@@H](OC(C2=CC=CC=C2)=O)[C@H](OC(C2=CC=CC=C2)=O)[C@@H](OC(C2=CC=CC=C2)=O)[C@H](O1)CI (methyl 1,3,4,5-tetra-O-benzoyl-7-deoxy-7-iodo-D-ido-2-heptulopyranoside). Yield: 70.1%. As a reaction SMILES: [C:1]([O:9][CH2:10][C:11]1([O:45][C@H:44]([CH2:46]O)[C@H:34]([O:35][C:36](=[O:43])[C:37]2[CH:42]=[CH:41][CH:40]=[CH:39][CH:38]=2)[C@@H:24]([O:25][C:26](=[O:33])[C:27]2[CH:32]=[CH:31][CH:30]=[CH:29][CH:28]=2)[C@@H:14]1[O:15][C:16](=[O:23])[C:17]1[CH:22]=[CH:21][CH:20]=[CH:19][CH:18]=1)[O:12][CH3:13])(=[O:8])[C:2]1[CH:7]=[CH:6][CH:5]=[CH:4][CH:3]=1.C1(P(C2C=CC=CC=2)C2C=CC=CC=2)C=CC=CC=1.[I:67]N1C(=O)CCC1=O>CN(C=O)C>[C:1]([O:9][CH2:10][C:11]1([O:45][C@H:44]([CH2:46][I:67])[C@H:34]([O:35][C:36](=[O:43])[C:37]2[CH:42]=[CH:41][CH:40]=[CH:39][CH:38]=2)[C@@H:24]([O:25][C:26](=[O:33])[C:27]2[CH:32]=[CH:31][CH:30]=[CH:29][CH:28]=2)[C@@H:14]1[O:15][C:16](=[O:23])[C:17]1[CH:22]=[CH:21][CH:20]=[CH:19][CH:18]=1)[O:12][CH3:13])(=[O:8])[C:2]1[CH:7]=[CH:6][CH:5]=[CH:4][CH:3]=1. Procedure: In DMF (16 ml) was dissolved methyl 1,3,4,5-tetra-O-benzoyl-D-ido-2-heptulopyranoside (950 mg). To the solution were added triphenyl phosphine (1.65 g) and N-iodosuccinimide (1.2 g). The mixture was stirred at room temperature overnight. To the mixture was added ice-water (100 ml). The resulting oily substance was subjected to extraction with ethyl acetate. The ethyl acetate extract was washed with saturated sodium thiosulfate solution, 2N hydrochloric acid and saturated sodium hydrogencarbonate... Reactants: CC(C)C(NC(=O)OCc1ccccc1)C(=O)O, CN(C)c1ccncc1, C(=NC1CCCCC1)=NC1CCCCC1, ClCCl, COc1ccc(COC(=O)C(C)(C)CCCO)cc1. Yields the product COc1ccc(COC(=O)C(C)(C)CCCOC(=O)C(NC(=O)OCc2ccccc2)C(C)C)cc1. As a reaction SMILES: [C:16](=[O:17])([O:18][CH2:19][c:20]1[cH:21][cH:22][cH:23][cH:24][cH:25]1)[NH:26][CH:27]([CH:28]([CH3:29])[CH3:30])[C:31](=[O:32])[OH:33].[CH3:53][N:54]([c:55]1[cH:56][cH:57][n:58][cH:59][cH:60]1)[CH3:61].[CH:1]1([N:2]=[C:3]=[N:4][CH:5]2[CH2:6][CH2:7][CH2:8][CH2:9][CH2:10]2)[CH2:11][CH2:12][CH2:13][CH2:14][CH2:15]1.[Cl:62][CH2:63][Cl:64].[OH:34][CH2:35][CH2:36][CH2:37][C:38]([C:39](=[O:40])[O:41][CH2:42][c:43]1[cH:44][cH:45][c:46]([O:49][CH3:50])[cH:47][cH:48]1)([CH3:51])[CH3:52]>>[C:16](=[O:17])([O:18][CH2:19][c:20]1[cH:21][cH:22][cH:23][cH:24][cH:25]1)[NH:26][CH:27]([CH:28]([CH3:29])[CH3:30])[C:31](=[O:32])[O:33][CH2:35][CH2:36][CH2:37][C:38]([C:39](=[O:40])[O:41][CH2:42][c:43]1[cH:44][cH:45][c:46]([O:49][CH3:50])[cH:47][cH:48]1)([CH3:51])[CH3:52]. Procedure details: By reacting 1-[[[[5-(dimethylamino)methyl-2-furanyl]methyl]thio]ethylamino]-2-methylthio-2-nitroethene with 2-amino-6-nitrobenzothiazole, according to the procedure described in Example 4, the product was obtained in a 58% yield. Isolated yield 58.0%. The product is CN(C)CC1=CC=C(O1)CSCCNC(=C[N+](=O)[O-])NC=1SC2=C(N1)C=CC(=C2)[N+](=O)[O-] (N-[2-[[[5-(Dimethylamino)methyl-2-furanyl]methyl]-thio]ethyl]-N'-(6-nitro-2-benzothiazolyl)-2-nitro-1,1-ethenediamine). Reactants: CN(C)CC1=CC=C(O1)CSCCNC=C([N+](=O)[O-])SC (1-[[[[5-(dimethylamino)methyl-2-furanyl]methyl]thio]ethylamino]-2-methylthio-2-nitroethene), NC=1SC2=C(N1)C=CC(=C2)[N+](=O)[O-] (2-amino-6-nitrobenzothiazole). RXN SMILES: [CH3:1][N:2]([CH2:4][C:5]1[O:9][C:8]([CH2:10][S:11][CH2:12][CH2:13][NH:14][CH:15]=[C:16](SC)[N+:17]([O-:19])=[O:18])=[CH:7][CH:6]=1)[CH3:3].[NH2:22][C:23]1[S:24][C:25]2[CH:31]=[C:30]([N+:32]([O-:34])=[O:33])[CH:29]=[CH:28][C:26]=2[N:27]=1>>[CH3:3][N:2]([CH2:4][C:5]1[O:9][C:8]([CH2:10][S:11][CH2:12][CH2:13][NH:14][C:15]([NH:22][C:23]2[S:24][C:25]3[CH:31]=[C:30]([N+:32]([O-:34])=[O:33])[CH:29]=[CH:28][C:26]=3[N:27]=2)=[CH:16][N+:17]([O-:19])=[O:18])=[CH:7][CH:6]=1)[CH3:1]. Reactants: [N+](=O)([O-])C1=C(C=CC(=C1)S(N)(=O)=O)N[C@H]1CN(CC1)C(=O)OC(C)(C)C ((R)-tert-butyl 3-(2-nitro-4-sulfamoylphenylamino)pyrrolidine-1-carboxylate), FC(C(=O)O)(F)F (2,2,2-trifluoroacetic acid). Run in ClCCl (dichloromethane). Conditions: time 15 minute. The product is [N+](=O)([O-])C=1C=C(C=CC1N[C@H]1CNCC1)S(=O)(=O)N ((R)-3-nitro-4-(pyrrolidin-3-ylamino)benzenesulfonamide). Reaction SMILES: [N+:1]([C:4]1[CH:9]=[C:8]([S:10](=[O:13])(=[O:12])[NH2:11])[CH:7]=[CH:6][C:5]=1[NH:14][C@@H:15]1[CH2:19][CH2:18][N:17](C(OC(C)(C)C)=O)[CH2:16]1)([O-:3])=[O:2].FC(F)(F)C(O)=O>ClCCl>[N+:1]([C:4]1[CH:9]=[C:8]([S:10]([NH2:11])(=[O:12])=[O:13])[CH:7]=[CH:6][C:5]=1[NH:14][C@@H:15]1[CH2:19][CH2:18][NH:17][CH2:16]1)([O-:3])=[O:2]. Procedure details: A suspension of EXAMPLE 428B (2.018 g) in anhydrous dichloromethane (25 mL) was cooled in an ice bath and 2,2,2-trifluoroacetic acid (20 mL) was added. After stirring 15 minutes, the ice bath was removed and the reaction was allowed to come to ambient temperature over 2 hours. The reaction mixture was concentrated and the residue was dissolved in water and basified with aqueous sodium carbonate solution. The mixture was extracted repeatedly with 10% methanol in methylene chloride and the organic... Reactants: COC(=O)c1c(C)cccc1COCCCCNc1ccc2ccccc2n1, CS(C)=O. Product: Cc1cccc(COCCCCNc2ccc3ccccc3n2)c1C(=O)O. Reaction SMILES: [CH3:1][c:2]1[c:3]([C:4](=[O:5])[O:6][CH3:7])[c:8]([CH2:12][O:13][CH2:14][CH2:15][CH2:16][CH2:17][NH:18][c:19]2[n:20][c:21]3[cH:22][cH:23][cH:24][cH:25][c:26]3[cH:27][cH:28]2)[cH:9][cH:10][cH:11]1.[CH3:29][S:30]([CH3:31])=[O:32]>>[CH3:1][c:2]1[c:3]([C:4](=[O:5])[OH:6])[c:8]([CH2:12][O:13][CH2:14][CH2:15][CH2:16][CH2:17][NH:18][c:19]2[n:20][c:21]3[cH:22][cH:23][cH:24][cH:25][c:26]3[cH:27][cH:28]2)[cH:9][cH:10][cH:11]1. Starting materials: ClC1=C(C=CC(=C1)F)[C@@H]1N=C(NC(=C1C(=O)[O-])CBr)C=1SC=CN1 ((4R)-4-(2-chloro-4-fluoro-phenyl)-6-(bromomethyl)-2-thiazol-2-yl-1,4-dihydropyrimidine-5-carboxylate), ClC1=C(C=O)C=CC(=C1)F (2-chloro-4-fluoro-benzaldehyde), C(CC(=O)C)(=O)OCC (ethyl acetoacetate), FC1=C(C=O)C=CC=C1F (2,3-difluorobenzaldehyde). The product is BrCC1=C([C@@H](N=C(N1)C=1SC=CN1)C1=C(C(=CC=C1)F)F)C(=O)OCC (ethyl (4R)-6-(bromomethyl)-4-(2,3-difluoro-phenyl)-2-thiazol-2-yl-1,4-dihydropyrimidine-5-carboxylate). As a reaction SMILES: ClC1C=C(F)C=CC=1[C@H:9]1[C:14]([C:15]([O-:17])=[O:16])=[C:13]([CH2:18][Br:19])[NH:12][C:11]([C:20]2[S:21][CH:22]=[CH:23][N:24]=2)=[N:10]1.[C:25](OCC)(=O)[CH2:26]C(C)=O.[F:34][C:35]1[C:42]([F:43])=[CH:41][CH:40]=[CH:39][C:36]=1C=O.ClC1C=C(F)C=CC=1C=O>>[Br:19][CH2:18][C:13]1[NH:12][C:11]([C:20]2[S:21][CH:22]=[CH:23][N:24]=2)=[N:10][C@@H:9]([C:36]2[CH:39]=[CH:40][CH:41]=[C:42]([F:43])[C:35]=2[F:34])[C:14]=1[C:15]([O:17][CH2:25][CH3:26])=[O:16]. Reported procedure: Ethyl (4R)-6-(bromomethyl)-4-(2,3-difluoro-phenyl)-2-thiazol-2-yl-1,4-dihydropyrimidine-5-carboxylate 140a was prepared in analogy to compound C in Example 1 by using ethyl acetoacetate and 2,3-difluorobenzaldehyde instead of methyl acetoacetate and 2-chloro-4-fluoro-benzaldehyde, respectively. Reactants: FC=1C=C(C=C(C1)F)C1=C(C(C2=CC(=CC=C12)O)=O)C=1C=NC=CC1 (3-(3,5-difluorophenyl)-6-hydroxy-2-(pyridin-3-yl)-1H-inden-1-one), C1=CC=C(C=C1)P(C2=CC=CC=C2)C3=CC=CC=C3 (PPh3), CC(C)OC(=O)/N=N/C(=O)OC(C)C (DIAD), BrC=1C(C2=CC(=CC=C2C1C1=CC=CC=C1)O)=O (2-bromo-6-hydroxy-3-phenyl-1H-inden-1-one), C(C)(C)(C)C(CCN1CCN(CC1)C)O (t-butyl 3-(4-methylpiperazin-1-yl)propan-1-ol). Conditions: time 34 hour. Yields the product FC=1C=C(C=C(C1)F)C1=C(C(C2=CC(=CC=C12)OCCCN1CCN(CC1)C)=O)C=1C=NC=CC1 (3-(3,5-difluorophenyl)-6-(3-(4-methylpiperazin-1-yl)propoxy)-2-(pyridin-3-yl)-1H-inden-1-one). Reaction SMILES: [F:1][C:2]1[CH:3]=[C:4]([C:9]2[C:17]3[C:12](=[CH:13][C:14]([OH:18])=[CH:15][CH:16]=3)[C:11](=[O:19])[C:10]=2[C:20]2[CH:21]=[N:22][CH:23]=[CH:24][CH:25]=2)[CH:5]=[C:6]([F:8])[CH:7]=1.BrC1C(=O)C2C(C=1C1C=CC=CC=1)=CC=C(O)C=2.C([CH:48](O)[CH2:49][CH2:50][N:51]1[CH2:56][CH2:55][N:54]([CH3:57])[CH2:53][CH2:52]1)(C)(C)C.C1C=CC(P(C2C=CC=CC=2)C2C=CC=CC=2)=CC=1.CC(OC(/N=N/C(OC(C)C)=O)=O)C>>[F:8][C:6]1[CH:5]=[C:4]([C:9]2[C:17]3[C:12](=[CH:13][C:14]([O:18][CH2:48][CH2:49][CH2:50][N:51]4[CH2:56][CH2:55][N:54]([CH3:57])[CH2:53][CH2:52]4)=[CH:15][CH:16]=3)[C:11](=[O:19])[C:10]=2[C:20]2[CH:21]=[N:22][CH:23]=[CH:24][CH:25]=2)[CH:3]=[C:2]([F:1])[CH:7]=1. Reported procedure: The procedure of Step 6 of Example 1 was repeated except for using 3-(3,5-difluorophenyl)-6-hydroxy-2-(pyridin-3-yl)-1H-inden-1-one obtained in Step 1 of Example 64 as a starting material instead of 2-bromo-6-hydroxy-3-phenyl-1H-inden-1-one, t-butyl 3-(4-methylpiperazin-1-yl)propan-1-ol (2.0 eq) instead of 4-(2-hydroxyethyl)morpholine, using 2 equivalents of PPh3 and DIAD, being stirred for 34 h, and being purified by prep. HPLC (20% H2O/CH3CN) to provide 3-(3,5-difluorophenyl)-6-(3-(4-methylpip... As a reaction SMILES: [CH2:1]([CH3:2])[O:3][C:4](=[O:5])[c:6]1[o:7][c:8]2[c:9]([Br:18])[cH:10][c:11]([OH:17])[cH:12][c:13]2[c:14](=[O:16])[cH:15]1.[CH3:34][CH2:35][O:36][C:37](=[O:38])[CH3:39].[CH3:40][c:41]1[cH:42][cH:43][cH:44][cH:45][cH:46]1.[K+:28].[K+:29].[O-:30][C:31]([O-:32])=[O:33].[S:19]([O:20][CH2:21][CH3:22])([O:25][CH2:23][CH3:24])(=[O:26])=[O:27]>>[CH2:1]([CH3:2])[O:3][C:4](=[O:5])[c:6]1[o:7][c:8]2[c:9]([Br:18])[cH:10][c:11]([O:17][CH2:23][CH3:24])[cH:12][c:13]2[c:14](=[O:16])[cH:15]1. The product is CCOC(=O)c1cc(=O)c2cc(OCC)cc(Br)c2o1. The reactants are CCOC(=O)c1cc(=O)c2cc(O)cc(Br)c2o1, CCOC(C)=O, Cc1ccccc1, [K+], [K+], O=C([O-])[O-], CCOS(=O)(=O)OCC. The reactants are C(C)(=O)O[C@@H](CCCCOC(C)OCC)C (5-(R)-acetoxy-1-ethoxyethoxyhexane), Cl (hydrochloric acid). Reported procedure: Alternatively, a solution of 5-(R)-acetoxy-1-ethoxyethoxyhexane (80 g, 0.34 mole) in ethyl lactate (150 ml) was stirred with 1M of aqueous hydrochloric acid solution (100 ml). After 4 hours, the layers were separated and the aqueous layer was saturated with sodium chloride and then extracted with ethyl lactate (4×75 ml). The combined organic layers were washed with saturated aqueous sodium bicarbonate solution (2×100 ml), dried over magnesium sulfate and the solvent evaporated under vacuum to gi... The product is C(C)(=O)O[C@@H](CCCCO)C (5-(R)-acetoxy-1-hydroxyhexane). Solvent: C(C(O)C)(=O)OCC (ethyl lactate). RXN SMILES: [C:1]([O:4][C@H:5]([CH3:16])[CH2:6][CH2:7][CH2:8][CH2:9][O:10]C(OCC)C)(=[O:3])[CH3:2].Cl>C(OCC)(=O)C(C)O>[C:1]([O:4][C@H:5]([CH3:16])[CH2:6][CH2:7][CH2:8][CH2:9][OH:10])(=[O:3])[CH3:2]. Yield: 84.4%. Run at time 4 hour. As a reaction SMILES: [NH2:1][C:2]1[N:11]=[C:10]([C:12]([N:14]2[CH2:22][C:21]3[C:16](=[CH:17][CH:18]=[CH:19][CH:20]=3)[CH2:15]2)=[O:13])[C:9]2[C:4](=[CH:5][CH:6]=[C:7]([CH2:23]C(OCC)=O)[CH:8]=2)[N:3]=1.Br[CH2:30][CH2:31][CH2:32][CH2:33]Br.[H-].[Na+].[OH-:37].[Na+].Cl.CN([CH:43]=[O:44])C>>[NH2:1][C:2]1[N:11]=[C:10]([C:12]([N:14]2[CH2:22][C:21]3[C:16](=[CH:17][CH:18]=[CH:19][CH:20]=3)[CH2:15]2)=[O:13])[C:9]2[C:4](=[CH:5][CH:6]=[C:7]([CH:23]3[CH2:33][CH2:32][CH2:31][CH:30]3[C:43]([OH:44])=[O:37])[CH:8]=2)[N:3]=1 |f:2.3,4.5|. Run at temperature 23 celsius, time 1 hour. Procedure: 188 mg of ethyl 2-[2-amino-4-(isoindoline-2-carbonyl)quinazolin-6-yl]acetate are suspended in 1 ml of DMF, and 60 μl of 1,4-dibromobutane are added. 80 mg of sodium hydride are subsequently added with ice-cooling, and the mixture is stirred with cooling for a further 30 min. After 1 h at 23° C., the mixture is re-cooled, and a further 10 mg of sodium hydride are added to the mixture. The mixture is stirred at 23° C. for a further 30 min, 1 ml of 2N sodium hydroxide solution is added, and the mix... Starting materials: [OH-].[Na+] (sodium hydroxide), NC1=NC2=CC=C(C=C2C(=N1)C(=O)N1CC2=CC=CC=C2C1)CC(=O)OCC (ethyl 2-[2-amino-4-(isoindoline-2-carbonyl)quinazolin-6-yl]acetate), [H-].[Na+] (sodium hydride), CN(C)C=O (DMF), BrCCCCBr (1,4-dibromobutane), [H-].[Na+] (sodium hydride), Cl (hydrochloric acid). The product is NC1=NC2=CC=C(C=C2C(=N1)C(=O)N1CC2=CC=CC=C2C1)C1C(CCC1)C(=O)O (2-[2-amino-4-(isoindoline-2-carbonyl)quinazolin-6-yl]cyclopentanecarboxylic acid).